This data is from the Open Reaction Database (ORD), a public repository of structured organic reaction records. The task is: describe an organic reaction: reactants, conditions, products, and yield The product is CCCCn1cc(C(C)=O)c2ccc(C(=O)OC)cc21. The reactants are CC[Al+]CC, CCCCn1ccc2ccc(C(=O)OC)cc21, CC(=O)Cl, [Cl-], ClCCl. RXN SMILES: [CH2:19]([Al+:20][CH2:21][CH3:22])[CH3:23].[CH2:1]([CH2:2][CH2:3][CH3:4])[n:5]1[cH:6][cH:7][c:8]2[cH:9][cH:10][c:11]([C:14](=[O:15])[O:16][CH3:17])[cH:12][c:13]12.[CH3:24][C:25]([Cl:26])=[O:27].[Cl-:18].[Cl:28][CH2:29][Cl:30]>>[CH2:1]([CH2:2][CH2:3][CH3:4])[n:5]1[cH:6][c:7]([C:25]([CH3:24])=[O:27])[c:8]2[cH:9][cH:10][c:11]([C:14](=[O:15])[O:16][CH3:17])[cH:12][c:13]12. The reactants are C(C)OC(CCC1(OC2=C(C(C1)=O)C=CC(=C2)OCC2=CC(=CC=C2)OCC2=NC1=CC=CC=C1C=C2)C)=O (ethyl-3-(7-(3-(quinolin-2-ylmethoxy)- benzyloxy)-3,4-dihydro-2-methyl-4-oxo-2H-1-benzopyran-2yl)propanoate), O.[OH-].[Li+] (lithium hydroxide hydrate), O1CCCC1 (tetrahydrofuran), O (water). Run in CO (methanol). Product: N1=C(C=CC2=CC=CC=C12)COC=1C=C(COC2=CC3=C(C(CC(O3)(C)CCC(=O)O)=O)C=C2)C=CC1 (3-(7-(3- (quinolin-2-ylmethoxy)benzyloxy)-3,4-dihydro-2-methyl-4- oxo-2H-1-benzopyran-2-yl)propanoic acid). Yield: 34.5%. RXN SMILES: C([O:3][C:4](=[O:39])[CH2:5][CH2:6][C:7]1([CH3:38])[CH2:12][C:11](=[O:13])[C:10]2[CH:14]=[CH:15][C:16]([O:18][CH2:19][C:20]3[CH:25]=[CH:24][CH:23]=[C:22]([O:26][CH2:27][C:28]4[CH:37]=[CH:36][C:35]5[C:30](=[CH:31][CH:32]=[CH:33][CH:34]=5)[N:29]=4)[CH:21]=3)=[CH:17][C:9]=2[O:8]1)C.O.[OH-].[Li+].O1CCCC1.O>CO>[N:29]1[C:30]2[C:35](=[CH:34][CH:33]=[CH:32][CH:31]=2)[CH:36]=[CH:37][C:28]=1[CH2:27][O:26][C:22]1[CH:21]=[C:20]([CH:25]=[CH:24][CH:23]=1)[CH2:19][O:18][C:16]1[CH:15]=[CH:14][C:10]2[C:11](=[O:13])[CH2:12][C:7]([CH2:6][CH2:5][C:4]([OH:39])=[O:3])([CH3:38])[O:8][C:9]=2[CH:17]=1 |f:1.2.3|. Procedure: 2.6 g of ethyl-3-(7-(3-(quinolin-2-ylmethoxy)- benzyloxy)-3,4-dihydro-2-methyl-4-oxo-2H-1-benzopyran-2yl)propanoate and 1.02 g of lithium hydroxide hydrate are combined in 30 ml of methanol, 30 ml of tetrahydrofuran and 10 ml of water and stirred at room temperature for 3 hours. The solvent is removed by evaporation and the residue diluted with water and washed with ether. The pH of the aqueous portion is adjusted to 5 and the suspension extracted with ethyl acetate. The dried ethyl acetate solu...